describe an organic reaction: reactants, conditions, products, and yield From a dataset of the Open Reaction Database (ORD), a public repository of structured organic reaction records. The reactants are C1(=CC=CC=C1)N1N=C(C=C1C=1SC=CC1)CCC=O (3-(1-phenyl-5-(thiophene-2-yl)-1H-pyrazol-3-yl)-propanal), [BH-](OC(=O)C)(OC(=O)C)OC(=O)C.[Na+] (NaBH(OAc)3), FC1=C(C=CC=C1)N1CCNCC1 (1-(2-fluorophenyl)piperazine), CCN(C(C)C)C(C)C (DIPEA). Yields the product FC1=C(C=CC=C1)N1CCN(CC1)CCCC1=NN(C(=C1)C=1SC=CC1)C1=CC=CC=C1 (1-(2-fluorophenyl)-4-(3-(1-phenyl-5-(thiophene-2-yl)-1H-pyrazol-3-yl)propyl)piperazine). As a reaction SMILES: [C:1]1([N:7]2[C:11]([C:12]3[S:13][CH:14]=[CH:15][CH:16]=3)=[CH:10][C:9]([CH2:17][CH2:18][CH:19]=O)=[N:8]2)[CH:6]=[CH:5][CH:4]=[CH:3][CH:2]=1.[F:21][C:22]1[CH:27]=[CH:26][CH:25]=[CH:24][C:23]=1[N:28]1[CH2:33][CH2:32][NH:31][CH2:30][CH2:29]1.CCN(C(C)C)C(C)C.[BH-](OC(C)=O)(OC(C)=O)OC(C)=O.[Na+]>>[F:21][C:22]1[CH:27]=[CH:26][CH:25]=[CH:24][C:23]=1[N:28]1[CH2:33][CH2:32][N:31]([CH2:19][CH2:18][CH2:17][C:9]2[CH:10]=[C:11]([C:12]3[S:13][CH:14]=[CH:15][CH:16]=3)[N:7]([C:1]3[CH:6]=[CH:5][CH:4]=[CH:3][CH:2]=3)[N:8]=2)[CH2:30][CH2:29]1 |f:3.4|. Reported procedure: 62 mg (91%) of target compound was obtained by using a method same as in Example 1 by using 3-(1-phenyl-5-(thiophene-2-yl)-1H-pyrazol-3-yl)-propanal (40 mg, 0.142 mmol), 1-(2-fluorophenyl)piperazine (26 mg, 0.142 mmol), DIPEA (0.040 mL, 0.213 mmol) and NaBH(OAc)3 (90 mg, 0.573 mmol). Reactants: 33, ClC=1C=C2C(N(C(=NC2=CC1)C)NC(CCl)=O)(C1=CC=CC=C1)O (6-chloro-3-chloroacetylamino-3,4-dihydro-4-hydroxy-2-methyl-4-phenylquinazoline). The solvent is C(=O)O (formic acid). The product is ClC=1C=CC(=C(C(=O)C2=CC=CC=C2)C1)N1C(=NN=C1C)CCl (5-chloro-2-(3-chloromethyl-5-methyl-s-triazol-4-yl) benzophenone). The yield is 86.0%. Reaction SMILES: [Cl:1][C:2]1[CH:3]=[C:4]2[C:9](=[CH:10][CH:11]=1)[N:8]=[C:7]([CH3:12])[N:6]([NH:13][C:14](=O)[CH2:15][Cl:16])[C:5]2([OH:24])[C:18]1[CH:23]=[CH:22][CH:21]=[CH:20][CH:19]=1>C(O)=O>[Cl:1][C:2]1[CH:11]=[CH:10][C:9]([N:8]2[C:7]([CH3:12])=[N:6][N:13]=[C:14]2[CH2:15][Cl:16])=[C:4]([CH:3]=1)[C:5]([C:18]1[CH:23]=[CH:22][CH:21]=[CH:20][CH:19]=1)=[O:24]. Reported procedure: A solution of 33 parts of 6-chloro-3-chloroacetylamino-3,4-dihydro-4-hydroxy-2-methyl-4-phenylquinazoline in 500 volume parts of formic acid is refluxed for 2.5 hours, followed by subjecting to distillation to remove the excess formic acid. The resulting residue is neutralized with a saturated aqueous solution of sodium bicarbonate, and extracted with ethylacetate. The ethyl acetate layer is washed with water and dried over sodium sulfate, followed by distilling off the solvent. The resulting pr... RXN SMILES: [Br-:15].[CH2:18]1[O:19][CH2:20][CH2:21][CH2:22]1.[CH3:16][Mg+:17].[CH3:1][C:2]([CH3:3])([CH3:4])[S:5](=[O:6])[N:7]=[CH:8][c:9]1[cH:10][n:11][nH:12][c:13]1[CH3:14]>>[CH3:1][C:2]([CH3:3])([CH3:4])[S:5](=[O:6])[NH:7][CH:8]([c:9]1[cH:10][n:11][nH:12][c:13]1[CH3:14])[CH3:16]. Yields the product Cc1[nH]ncc1C(C)NS(=O)C(C)(C)C. Reactants: [Br-], C1CCOC1, C[Mg+], Cc1[nH]ncc1C=NS(=O)C(C)(C)C. Reactants: COC(C1=CC(=CC=C1)C(NO)=N)=O (3-(N-hydroxycarbamimidoyl)benzoic acid methyl ester), C(C)(C)(C)OC(=O)N1C(=C(C2=CC=C(C=C12)OC)C#N)C(=O)O (3-cyano-6-methoxyindole-1,2-dicarboxylic acid 1-tert-butyl ester), C=1C=CC2=C(C1)N=NN2O (HOBt), C1CCC(CC1)N=C=NC2CCCCC2 (DCC). Run in ClCCCl.CN(C)C=O (DCE DMF). Run at time 2 hour. Product: C(C)(C)(C)OC(=O)N1C(=C(C2=CC=C(C=C12)OC)C#N)C1=NC(=NO1)C1=CC(=CC=C1)C(=O)OC (3-cyano-6-methoxy-2-[3-(3-methoxycarbonylphenyl)-[1,2,4]oxadiazol-5-yl]-indole-1-carboxylic acid tert-butyl ester). Reaction SMILES: [C:1]([O:5][C:6]([N:8]1[C:16]2[C:11](=[CH:12][CH:13]=[C:14]([O:17][CH3:18])[CH:15]=2)[C:10]([C:19]#[N:20])=[C:9]1[C:21](O)=[O:22])=[O:7])([CH3:4])([CH3:3])[CH3:2].C1C=CC2N(O)N=NC=2C=1.C1CCC(N=C=NC2CCCCC2)CC1.[CH3:49][O:50][C:51](=[O:62])[C:52]1[CH:57]=[CH:56][CH:55]=[C:54]([C:58](=[NH:61])[NH:59]O)[CH:53]=1>ClCCCl.CN(C=O)C>[C:1]([O:5][C:6]([N:8]1[C:16]2[C:11](=[CH:12][CH:13]=[C:14]([O:17][CH3:18])[CH:15]=2)[C:10]([C:19]#[N:20])=[C:9]1[C:21]1[O:22][N:61]=[C:58]([C:54]2[CH:55]=[CH:56][CH:57]=[C:52]([C:51]([O:50][CH3:49])=[O:62])[CH:53]=2)[N:59]=1)=[O:7])([CH3:3])([CH3:4])[CH3:2] |f:4.5|. Procedure details: To a solution of 3-cyano-6-methoxyindole-1,2-dicarboxylic acid 1-tert-butyl ester (474 mg, 1.5 mmol) prepared above, and HOBt (200 mg, 1.5 mmol) in DCE/DMF (10 mL/1 mL), is added DCC (310 mg, 1.5 mmol), followed by 3-(N-hydroxycarbamimidoyl)benzoic acid methyl ester (291 mg, 1.5 mmol). The mixture is stirred at room temperature for 2 h and filtered. The filtrate is collected and the solvent is replaced with chlorobenzene, followed by the heating at 150° C. for 48 h. After cooling to room tempera... Starting materials: CCOC(C)=O, Cl, CC(C)(C)OC(=O)NC12CC3CC1CC(F)(C3)C2. The product is Cl, NC12CC3CC1CC(F)(C3)C2. RXN SMILES: [CH3:20][CH2:21][O:22][C:23]([CH3:24])=[O:25].[ClH:19].[F:1][C:2]12[CH2:3][C:4]3([NH:11][C:12](=[O:13])[O:14][C:15]([CH3:16])([CH3:17])[CH3:18])[CH2:5][CH:6]([CH2:7][CH:8]3[CH2:9]1)[CH2:10]2>>[ClH:19].[F:1][C:2]12[CH2:3][C:4]3([NH2:11])[CH2:5][CH:6]([CH2:7][CH:8]3[CH2:9]1)[CH2:10]2. Run at temperature 30 celsius, time 5 hour. Procedure: To a round-bottom flask, 3.3 g of purified acetamide, 3.3 g of purified urea and 2 g of NaSCN (sodium thiocyanate) were introduced. The mixture was agitated gradually under nitrogen atmosphere at 30° C. for 5 hours to obtain 8.6 g of acetamide-urea-NaSCN eutectic mixture. Reaction SMILES: [C:1]([NH2:4])(=[O:3])[CH3:2].[NH2:5][C:6]([NH2:8])=[O:7].[S-:9][C:10]#[N:11].[Na+:12]>>[C:1]([NH2:4])(=[O:3])[CH3:2].[NH2:5][C:6]([NH2:8])=[O:7].[S-:9][C:10]#[N:11].[Na+:12] |f:2.3,4.5.6.7|. The reactants are C(C)(=O)N (acetamide), NC(=O)N (urea), [S-]C#N.[Na+] (NaSCN). Yield: 174.1%. Product: C(C)(=O)N.NC(=O)N.[S-]C#N.[Na+] (acetamide urea NaSCN). Reactants: CC(=O)Oc1cc(Br)cc(F)c1OCC1CO1, [K+], [K+], C1COCCO1, [OH-], [OH-], O, O. The product is OCC1COc2c(F)cc(Br)cc2O1. As a reaction SMILES: [C:1](=[O:2])([CH3:3])[O:4][c:5]1[c:6]([O:13][CH2:14][CH:15]2[O:16][CH2:17]2)[c:7]([F:12])[cH:8][c:9]([Br:11])[cH:10]1.[K+:19].[K+:22].[O:24]1[CH2:25][CH2:26][O:27][CH2:28][CH2:29]1.[OH-:18].[OH-:21].[OH2:20].[OH2:23]>>[O:4]1[c:5]2[c:6]([c:7]([F:12])[cH:8][c:9]([Br:11])[cH:10]2)[O:13][CH2:14][CH:15]1[CH2:17][OH:16]. Reactants: [Br-], O=C1CCC2(CC1)OCCO2, CC(C)OC(C)C, Fc1ccc([Mg+])cc1F. RXN SMILES: [Br-:12].[CH2:1]1[CH2:2][O:3][C:4]2([CH2:5][CH2:6][C:7](=[O:10])[CH2:8][CH2:9]2)[O:11]1.[CH:22]([O:23][CH:24]([CH3:25])[CH3:26])([CH3:27])[CH3:28].[F:13][c:14]1[cH:15][c:16]([Mg+:21])[cH:17][cH:18][c:19]1[F:20]>>[CH2:1]1[CH2:2][O:3][C:4]2([CH2:5][CH2:6][C:7]([OH:10])([c:16]3[cH:15][c:14]([F:13])[c:19]([F:20])[cH:18][cH:17]3)[CH2:8][CH2:9]2)[O:11]1. The product is OC1(c2ccc(F)c(F)c2)CCC2(CC1)OCCO2. Yields the product IC=1C=C(C(=O)OC)C=CC1 (Methyl 3-iodobenzoate). Starting materials: IC=1C=C(C(=O)O)C=CC1 (3-iodobenzoic acid), OS(=O)(=O)O (H2SO4), CO (methanol). Reported procedure: To a stirred solution of 25 g (100.8 mmol) of 3-iodobenzoic acid in 250 mL of methanol under argon was added 1.2 mL (23.2 mmol) of concentrated H2SO4 and the mixture was heated to reflux for 24 h. The solution was concentrated to 150 mL, gravity filtered to remove any insoluble material, scratched with a glass rod, and allowed to cool slowly. After cooling to RT the flask was allowed to stand in the refrigerator for a few days. The solid was collected and washed with ice cold methanol and dried ... Reaction SMILES: [I:1][C:2]1[CH:3]=[C:4]([CH:8]=[CH:9][CH:10]=1)[C:5]([OH:7])=[O:6].OS(O)(=O)=O.[CH3:16]O>>[I:1][C:2]1[CH:3]=[C:4]([CH:8]=[CH:9][CH:10]=1)[C:5]([O:7][CH3:16])=[O:6]. Starting materials: O=C([O-])[O-], CCOC(=O)CCCOc1cccc(CCCCCCBr)c1CCC(=O)OCC, CC(C)=O, [Cs+], [Cs+], CC(C)C(=O)c1cc(O)cc(-c2ccc3c(c2)OCO3)c1, CN(C)C=O. Yields the product CCOC(=O)CCCOc1cccc(CCCCCCOc2cc(C(=O)C(C)C)cc(-c3ccc4c(c3)OCO4)c2)c1CCC(=O)OCC. As a reaction SMILES: [C:22](=[O:23])([O-:24])[O-:25].[CH2:28]([CH3:29])[O:30][C:31]([CH2:32][CH2:33][CH2:34][O:35][c:36]1[c:37]([CH2:49][CH2:50][C:51](=[O:52])[O:53][CH2:54][CH3:55])[c:38]([CH2:42][CH2:43][CH2:44][CH2:45][CH2:46][CH2:47][Br:48])[cH:39][cH:40][cH:41]1)=[O:56].[CH3:57][C:58](=[O:59])[CH3:60].[Cs+:26].[Cs+:27].[O:1]1[CH2:2][O:3][c:4]2[c:5]1[cH:6][cH:7][c:8](-[c:10]1[cH:11][c:12]([C:17]([CH:18]([CH3:19])[CH3:20])=[O:21])[cH:13][c:14]([OH:16])[cH:15]1)[cH:9]2.[O:61]=[CH:62][N:63]([CH3:64])[CH3:65]>>[O:1]1[CH2:2][O:3][c:4]2[c:5]1[cH:6][cH:7][c:8](-[c:10]1[cH:11][c:12]([C:17]([CH:18]([CH3:19])[CH3:20])=[O:21])[cH:13][c:14]([O:16][CH2:47][CH2:46][CH2:45][CH2:44][CH2:43][CH2:42][c:38]3[c:37]([CH2:49][CH2:50][C:51](=[O:52])[O:53][CH2:54][CH3:55])[c:36]([O:35][CH2:34][CH2:33][CH2:32][C:31]([O:30][CH2:28][CH3:29])=[O:56])[cH:41][cH:40][cH:39]3)[cH:15]1)[cH:9]2.